This data is from the Open Reaction Database (ORD), a public repository of structured organic reaction records. The task is: describe an organic reaction: reactants, conditions, products, and yield Procedure: One equivalent of isobutylchloroformate is added to a solution of N-Boc-L-norleucine and one equivalent of a base such as N-methylmorpholine in THF at 0□C. After two minutes, one equivalent of butylamine is added and the mixture allowed to warm to room temperature. After thirty minutes, the reaction mixture is passed through a bed of Celite and all volatiles are removed under reduced pressure to yield N-Boc-L-norleucine butylamide. Solvent: C1CCOC1 (THF). RXN SMILES: C(OC(Cl)=O)C(C)C.[C:9]([NH:16][C@H:17]([C:22]([OH:24])=O)[CH2:18][CH2:19][CH2:20][CH3:21])([O:11][C:12]([CH3:15])([CH3:14])[CH3:13])=[O:10].CN1CCOCC1.[CH2:32]([NH2:36])[CH2:33][CH2:34][CH3:35]>C1COCC1>[CH2:32]([NH:36][C:22](=[O:24])[C@H:17]([CH2:18][CH2:19][CH2:20][CH3:21])[NH:16][C:9]([O:11][C:12]([CH3:13])([CH3:14])[CH3:15])=[O:10])[CH2:33][CH2:34][CH3:35]. The reactants are C(C(C)C)OC(=O)Cl (isobutylchloroformate), C(=O)(OC(C)(C)C)N[C@@H](CCCC)C(=O)O (N-Boc-L-norleucine), base, CN1CCOCC1 (N-methylmorpholine), C(CCC)N (butylamine). Reaction conditions: time 2 minute. Yields the product C(CCC)NC([C@@H](NC(=O)OC(C)(C)C)CCCC)=O (N-Boc-L-norleucine butylamide). The reactants are E3, C[C@]12CC[C@@H]3C=4C=CC(=CC4CC[C@H]3[C@@H]1CC[C@@H]2O)O (estradiol), C[C@]12CC[C@H]3[C@H]([C@@H]1CC[C@@H]2O)CCC4=CC(=O)CC[C@]34C (testosterone), E2, C[C@]12CC[C@H]3[C@H]([C@@H]1CC[C@@H]2O)CCC4=CC(=O)CC[C@]34C (testosterone), E3, E4, estrogen, estrogen, E1, Estrogen, C[C@]12CC[C@H]3[C@H]([C@@H]1CC[C@@H]2O)CCC4=CC(=O)CC[C@]34C (testosterone), E2, E1, E4. Run in O (water). Yields the product C[C@]12CC[C@@H]3C=4C=CC(=CC4CC[C@H]3[C@@H]1CC[C@@H]2O)O.C[C@]12CC[C@H]3[C@H]([C@@H]1CC[C@@H]2O)CCC4=CC(=O)CC[C@]34C (Estradiol Testosterone). RXN SMILES: [CH3:1][C@@:2]12[C@@H:18]([OH:19])[CH2:17][CH2:16][C@H:15]1[C@H:14]1[C@@H:5]([C:6]3[CH:7]=[CH:8][C:9]([OH:20])=[CH:10][C:11]=3[CH2:12][CH2:13]1)[CH2:4][CH2:3]2.[CH3:21][C@@:22]12[C@@H:30]([OH:31])[CH2:29][CH2:28][C@H:27]1[C@@H:26]1[CH2:32][CH2:33][C:34]3[C@@:40]([CH3:41])([C@H:25]1[CH2:24][CH2:23]2)[CH2:39][CH2:38][C:36](=[O:37])[CH:35]=3>O>[CH3:1][C@@:2]12[C@@H:18]([OH:19])[CH2:17][CH2:16][C@H:15]1[C@H:14]1[C@@H:5]([C:6]3[CH:7]=[CH:8][C:9]([OH:20])=[CH:10][C:11]=3[CH2:12][CH2:13]1)[CH2:4][CH2:3]2.[CH3:21][C@@:22]12[C@@H:30]([OH:31])[CH2:29][CH2:28][C@H:27]1[C@@H:26]1[CH2:32][CH2:33][C:34]3[C@@:40]([CH3:41])([C@H:25]1[CH2:24][CH2:23]2)[CH2:39][CH2:38][C:36](=[O:37])[CH:35]=3 |f:3.4|. Procedure details: Stock solution of estradiol and testosterone were diluted with water and mixed with Freund's incomplete adjuvant. This was mixed continuously for 1 minute and either 100 ul (E1 and E3) or 200 ul (E2 and E4) were injected subcutaneously. Estrogen or testosterone release was continuous over six days. Peak measured levels were obtained in 24 hr as shown in previous studies. Animals in the E1 and E3 groups were targeted to receive 100-300 pg/ml estrogen and groups E2 and E4 were targeted to receive ... Reactants: NC=1C=CC=2C3=C(NC2C1)C(=CC(=N3)C3=CC(=CC=C3)C(F)(F)F)C(=O)N (7-amino-2-(3-(trifluoromethyl)phenyl)-5H-pyrido[3,2-b]indole-4-carboxamide), Solvent B, CN1CCC(CC1)=O (1-methylpiperidin-4-one), Solvent A. Run in CO (MeOH), CO (MeOH). Product: CN1CCC(CC1)NC=1C=CC=2C3=C(NC2C1)C(=CC(=N3)C3=CC(=CC=C3)C(F)(F)F)C(=O)N (7-(1-Methylpiperidin-4-ylamino)-2-(3-(trifluoromethyl)phenyl)-5H-pyrido[3,2-b]indole-4-carboxamide). Reaction SMILES: [NH2:1][C:2]1[CH:3]=[CH:4][C:5]2[C:6]3[N:14]=[C:13]([C:15]4[CH:20]=[CH:19][CH:18]=[C:17]([C:21]([F:24])([F:23])[F:22])[CH:16]=4)[CH:12]=[C:11]([C:25]([NH2:27])=[O:26])[C:7]=3[NH:8][C:9]=2[CH:10]=1.[CH3:28][N:29]1[CH2:34][CH2:33][C:32](=O)[CH2:31][CH2:30]1>CO>[CH3:28][N:29]1[CH2:34][CH2:33][CH:32]([NH:1][C:2]2[CH:3]=[CH:4][C:5]3[C:6]4[N:14]=[C:13]([C:15]5[CH:20]=[CH:19][CH:18]=[C:17]([C:21]([F:24])([F:23])[F:22])[CH:16]=5)[CH:12]=[C:11]([C:25]([NH2:27])=[O:26])[C:7]=4[NH:8][C:9]=3[CH:10]=2)[CH2:31][CH2:30]1. Procedure details: This was similarly prepared 7-amino-2-(3-(trifluoromethyl)phenyl)-5H-pyrido[3,2-b]indole-4-carboxamide and 1-methylpiperidin-4-one. MS (ESI) m/z 468.30 (M+H); HPLC retention time of 1.85 min with Xbridge S10 4.6×50 mm column, 3 min gradient, 0-100% B, 4 mL/min. Solvent A: 95% MeOH—5% H2O—0.1% TFA; Solvent B: 5% MeOH—95% H2O—0.1% TFA.